From a dataset of the Open Reaction Database (ORD), a public repository of structured organic reaction records. describe an organic reaction: reactants, conditions, products, and yield Starting materials: CC(=O)[O-], CC(=O)[O-], CCOC(C)=O, CC(C)(C)[O-], Cc1ccccc1, CC(C)(C)OC(=O)CCCOc1cnc(Cl)nc1, NCc1cc(C(F)(F)F)cc(C(F)(F)F)c1, [Na+], O, [Pd+2], c1ccc(P(c2ccccc2)c2ccc3ccccc3c2-c2c(P(c3ccccc3)c3ccccc3)ccc3ccccc23)cc1. The product is CC(C)(C)OC(=O)CCCOc1cnc(NCc2cc(C(F)(F)F)cc(C(F)(F)F)c2)nc1. RXN SMILES: [C:94]([O-:95])(=[O:96])[CH3:97].[C:99]([O-:100])(=[O:101])[CH3:102].[CH3:104][CH2:105][O:106][C:107](=[O:108])[CH3:109].[CH3:81][C:82]([CH3:83])([O-:84])[CH3:85].[CH3:87][c:88]1[cH:89][cH:90][cH:91][cH:92][cH:93]1.[Cl:1][c:2]1[n:3][cH:4][c:5]([O:8][CH2:9][CH2:10][CH2:11][C:12](=[O:13])[O:14][C:15]([CH3:16])([CH3:17])[CH3:18])[cH:6][n:7]1.[F:65][C:66]([c:67]1[cH:68][c:69]([CH2:70][NH2:71])[cH:72][c:73]([C:75]([F:76])([F:77])[F:78])[cH:74]1)([F:79])[F:80].[Na+:86].[OH2:103].[Pd+2:98].[c:19]1([P:20]([c:21]2[cH:22][cH:23][cH:24][cH:25][cH:26]2)[c:27]2[cH:28][cH:29][c:30]3[c:31]([cH:32][cH:33][cH:34][cH:35]3)[c:36]2-[c:37]2[c:38]3[c:39]([cH:40][cH:41][cH:42][cH:43]3)[cH:44][cH:45][c:46]2[P:47]([c:48]2[cH:49][cH:50][cH:51][cH:52][cH:53]2)[c:54]2[cH:55][cH:56][cH:57][cH:58][cH:59]2)[cH:60][cH:61][cH:62][cH:63][cH:64]1>>[c:2]1([NH:71][CH2:70][c:69]2[cH:68][c:67]([C:66]([F:65])([F:79])[F:80])[cH:74][c:73]([C:75]([F:76])([F:77])[F:78])[cH:72]2)[n:3][cH:4][c:5]([O:8][CH2:9][CH2:10][CH2:11][C:12](=[O:13])[O:14][C:15]([CH3:16])([CH3:17])[CH3:18])[cH:6][n:7]1. Reactants: C1(=CC=CC=C1)CC#N (phenylacetonitrile), C(C=C)(=O)OCC (ethyl acrylate). Yields the product C(#N)C(CCC(=O)OCC)(CCC(=O)OCC)C1=CC=CC=C1 (diethyl γ-cyano-γ-phenylpimelate). Reaction SMILES: [C:1]1([CH2:7][C:8]#[N:9])[CH:6]=[CH:5][CH:4]=[CH:3][CH:2]=1.[C:10]([O:14][CH2:15][CH3:16])(=[O:13])[CH:11]=[CH2:12]>>[C:8]([C:7]([C:1]1[CH:6]=[CH:5][CH:4]=[CH:3][CH:2]=1)([CH2:12][CH2:11][C:10]([O:14][CH2:15][CH3:16])=[O:13])[CH2:12][CH2:11][C:10]([O:14][CH2:15][CH3:16])=[O:13])#[N:9]. Reported procedure: The required diethyl γ-cyano-γ-phenylpimelate was prepared by reacting phenylacetonitrile with ethyl acrylate according to the general method of Koelsch, J. Am. Chem. Soc., 65, 437 (1943). This product, boiling point 148°-151° C. at 0.04 mm [Branchini et al., Ann. Chim. (Rome) 51, 1382 (1961) report 170°-172° C. at 0.2 mm] was obtained in addition to the mono-Michael addition product reported by Koelsch. Reactants: COC([C@H](CNC(=O)OC(C)(C)C)NC(=O)C=1SC(=CC1CC)C(NCC1=CC(=CC=C1)O)=O)=O ((S)-3-tert-Butoxycarbonylamino-2-{[3-ethyl-5-(3-hydroxy-benzylcarbamoyl)-thiophene-2-carbonyl]-amino}-propionic acid methyl ester), C(=O)(C(F)(F)F)O (TFA). Solvent: C(Cl)Cl (DCM). Reaction conditions: time 1 hour. Product: FC(C(=O)O)(F)F.COC([C@H](CN)NC(=O)C=1SC(=CC1CC)C(NCC1=CC(=CC=C1)O)=O)=O ((S)-3-Amino-2-{[3-ethyl-5-(3-hydroxy-benzylcarbamoyl)-thiophene-2-carbonyl]-amino}-propionic acid methyl ester trifluoro-acetic acid salt). Reaction SMILES: [CH3:1][O:2][C:3](=[O:35])[C@@H:4]([NH:14][C:15]([C:17]1[S:18][C:19]([C:24](=[O:34])[NH:25][CH2:26][C:27]2[CH:32]=[CH:31][CH:30]=[C:29]([OH:33])[CH:28]=2)=[CH:20][C:21]=1[CH2:22][CH3:23])=[O:16])[CH2:5][NH:6]C(OC(C)(C)C)=O.[C:36]([OH:42])([C:38]([F:41])([F:40])[F:39])=[O:37]>C(Cl)Cl>[F:39][C:38]([F:41])([F:40])[C:36]([OH:42])=[O:37].[CH3:1][O:2][C:3](=[O:35])[C@@H:4]([NH:14][C:15]([C:17]1[S:18][C:19]([C:24](=[O:34])[NH:25][CH2:26][C:27]2[CH:32]=[CH:31][CH:30]=[C:29]([OH:33])[CH:28]=2)=[CH:20][C:21]=1[CH2:22][CH3:23])=[O:16])[CH2:5][NH2:6] |f:3.4|. Procedure details: To a solution of (S)-3-tert-Butoxycarbonylamino-2-{[3-ethyl-5-(3-hydroxy-benzylcarbamoyl)-thiophene-2-carbonyl]-amino}-propionic acid methyl ester (0.24 g, 0.46 mmol) in DCM (5 mL) was added TFA (1.0 mL). The mixture was stirred at room temperature 1 h and evaporated to give crude product which was used without further purification. The product is CCCCC1CCN(CC(C)CN2C(=O)COc3ccc(F)cc32)CC1. As a reaction SMILES: [CH2:18]([CH2:19][CH2:20][CH3:21])[CH:22]1[CH2:23][CH2:24][NH:25][CH2:26][CH2:27]1.[CH3:28][CH2:29][CH2:30][CH2:31][CH2:32][CH2:33][CH3:34].[CH3:35][CH2:36][O:37][C:38]([CH3:39])=[O:40].[F:1][c:2]1[cH:3][cH:4][c:5]2[c:6]([cH:17]1)[N:7]([CH2:12][CH:13]([CH2:14][I:15])[CH3:16])[C:8](=[O:11])[CH2:9][O:10]2>>[F:1][c:2]1[cH:3][cH:4][c:5]2[c:6]([cH:17]1)[N:7]([CH2:12][CH:13]([CH2:14][N:25]1[CH2:24][CH2:23][CH:22]([CH2:18][CH2:19][CH2:20][CH3:21])[CH2:27][CH2:26]1)[CH3:16])[C:8](=[O:11])[CH2:9][O:10]2. The reactants are CCCCC1CCNCC1, CCCCCCC, CCOC(C)=O, CC(CI)CN1C(=O)COc2ccc(F)cc21. Reactants: FC1=C(C(=CC=C1)F)CC#N ((2,6-difluorophenyl)acetonitrile), [N+](=O)(O)[O-] (nitric acid). The solvent is S(O)(O)(=O)=O (Sulphuric acid), S(O)(O)(=O)=O (sulphuric acid). Product: FC1=C(C(=CC=C1[N+](=O)[O-])F)CC#N ((2,6-Difluoro-3-nitrophenyl)acetonitrile). Yield: 98.8%. RXN SMILES: [F:1][C:2]1[CH:7]=[CH:6][CH:5]=[C:4]([F:8])[C:3]=1[CH2:9][C:10]#[N:11].[N+:12]([O-])([OH:14])=[O:13]>S(=O)(=O)(O)O>[F:1][C:2]1[C:7]([N+:12]([O-:14])=[O:13])=[CH:6][CH:5]=[C:4]([F:8])[C:3]=1[CH2:9][C:10]#[N:11]. Procedure: To a solution of (2,6-difluorophenyl)acetonitrile (5 g, 32.7 mmol) in conc. Sulphuric acid (15 mL) at −78° C. was added dropwise a solution of nitric acid (65%, 2.25 mL, 32.7 mmol) in conc. sulphuric acid (5 mL). On completion of addition the reaction mixture was poured onto ice and the precipitate that formed collected by filtration, washed with water and dried in vacuo to give the title product as a white solid (6.4 g, 100%). 1H NMR 400 MHz δ (CDCl3): 8.24-8.16 (1H, m), 7.17 (1H, ddd, J=9.6, 7... Reactants: CC(C=O)CC[C@@H]1C(C(=CC1)C)(C)C (2-methyl-4-((S)-2,2,3-trimethylcyclopent-3-en-1-yl)butanal), C(C1=CC=CC=C1)(=O)O (benzoic acid), [1,2-bis(diphenylphosphino)ethane]ruthenium(bispivalate). Run at temperature 100 celsius. Yields the product CC(CO)CC[C@@H]1C(C(=CC1)C)(C)C (2-methyl-4-((S)-2,2,3-trimethylcyclopent-3-en-1-yl)butan-1-ol). RXN SMILES: [CH3:1][CH:2]([CH2:5][CH2:6][C@H:7]1[CH2:11][CH:10]=[C:9]([CH3:12])[C:8]1([CH3:14])[CH3:13])[CH:3]=[O:4].C(O)(=O)C1C=CC=CC=1>>[CH3:1][CH:2]([CH2:5][CH2:6][C@H:7]1[CH2:11][CH:10]=[C:9]([CH3:12])[C:8]1([CH3:13])[CH3:14])[CH2:3][OH:4]. Reported procedure: 2-methyl-4-((S)-2,2,3-trimethylcyclopent-3-en-1-yl)butanal (as a 50/50 diastereoisomers mixture) (388 g, 2 mol.), benzoic acid (2.44 g, 0.02 mol., 1 mol.%) and (ethylenediamine) [1,2-bis(diphenylphosphino)ethane]ruthenium(bispivalate) (30.5 mg, 0.04 mmol, 0.002 mol.%) were loaded altogether in a 1 L autoclave equipped with a mechanical stirring device. Sealed autoclave was then purged under stirring with nitrogen (3 times 5 bars) and hydrogen (3 times 5 bars) before being pressurized to 50 bars ... Starting materials: C[O-].[Na+] (sodium methoxide), ClC1=NC=C(C=C1)Cl (2,5-dichloropyridine), solution, C[O-].[Na+] (sodium methoxide). The solvent is CO (methanol), CO (methanol). Conditions: time 24 hour. Product: ClC=1C=CC(=NC1)OC (5-chloro-2-methoxypyridine). RXN SMILES: Cl[C:2]1[CH:7]=[CH:6][C:5]([Cl:8])=[CH:4][N:3]=1.[CH3:9][O-:10].[Na+]>CO>[Cl:8][C:5]1[CH:6]=[CH:7][C:2]([O:10][CH3:9])=[N:3][CH:4]=1 |f:1.2|. Procedure details: To a stirred suspension of 14.8 g of 2,5-dichloropyridine in 50 ml of methanol was added 30 ml of a 25% solution of sodium methoxide in methanol and the mixture was heated to reflux under nitrogen. After 24 hours, another 30 ml of the sodium methoxide solution was added and reflux was continued for a total of 68 hours. The sodium chloride which precipitated was removed by filtration and the filtrate was concentrated at atmospheric pressure to about 1/4 the original volume and partitioned between...